Dataset: the Open Reaction Database (ORD), a public repository of structured organic reaction records. Task: describe an organic reaction: reactants, conditions, products, and yield The reactants are CO (methanol), [N+](=O)([O-])C1=NN(C=C1)CCC(C)C (3-Nitro-1-iso-pentyl-1H-pyrazole), [H][H] (hydrogen). The reagents and catalysts are [Pd] (Palladium). Solvent: C(C)(=O)OCC (ethyl acetate). Reaction conditions: temperature 25 celsius, time 16 hour. The product is C(CC(C)C)N1N=C(C=C1)N (1-iso-pentyl-1H-pyrazol-3-ylamine). The yield is 92.2%. RXN SMILES: [N+:1]([C:4]1[CH:8]=[CH:7][N:6]([CH2:9][CH2:10][CH:11]([CH3:13])[CH3:12])[N:5]=1)([O-])=O.CO.[H][H]>C(OCC)(=O)C.[Pd]>[CH2:9]([N:6]1[CH:7]=[CH:8][C:4]([NH2:1])=[N:5]1)[CH2:10][CH:11]([CH3:13])[CH3:12]. Reported procedure: 3-Nitro-1-iso-pentyl-1H-pyrazole (115 mg, 0.63 mmol) was dissolved in ethyl acetate (3 mL) and methanol (3 mL) was added. Palladium, 10 wt. % on activated carbon, wet (˜50 mg) was added to the reaction. The vial was charged with hydrogen gas (via balloon) and the reaction stirred for 16 h at 25° C. The reaction was passed through a plug of celite and concentrated in vacuo to afford 1-iso-pentyl-1H-pyrazol-3-ylamine (89 mg, 93%) as golden oil: ESI-LRMS m/e calcd for C8H15N3 [M+] 153.1, found 154.... Starting materials: C1(CC1)N1C=C(C(C2=CC(=C(C(=C12)F)F)F)=O)C(=O)O (1-cyclopropyl-6,7,8-trifluoro-1,4-dihydro-4-oxo-3-quinolinecarboxylic acid), 1,8-diazobicyclo[5.4.0]undec-7-ene, C(C)NCC1CNCC1 (N-ethyl-3-pyrrolidinemethanamine). The solvent is C(C)#N (acetonitrile). Conditions: time 8 hour. Product: C1(CC1)N1C=C(C(C2=CC(=C(C(=C12)F)N1CC(CC1)CNCC)F)=O)C(=O)O (1-Cyclopropyl-7-[3-[(ethylamino)methyl]-1-pyrrolidinyl]-6,8-difluoro-1,4-dihydro-4-oxo-3-quinolinecarboxylic acid). Yield: 88.3%. RXN SMILES: [CH:1]1([N:4]2[C:13]3[C:8](=[CH:9][C:10]([F:16])=[C:11](F)[C:12]=3[F:14])[C:7](=[O:17])[C:6]([C:18]([OH:20])=[O:19])=[CH:5]2)[CH2:3][CH2:2]1.[CH2:21]([NH:23][CH2:24][CH:25]1[CH2:29][CH2:28][NH:27][CH2:26]1)[CH3:22]>C(#N)C>[CH:1]1([N:4]2[C:13]3[C:8](=[CH:9][C:10]([F:16])=[C:11]([N:27]4[CH2:28][CH2:29][CH:25]([CH2:24][NH:23][CH2:21][CH3:22])[CH2:26]4)[C:12]=3[F:14])[C:7](=[O:17])[C:6]([C:18]([OH:20])=[O:19])=[CH:5]2)[CH2:2][CH2:3]1. Procedure details: A mixture of 1.00 g (3.53 mmole) of 1-cyclopropyl-6,7,8-trifluoro-1,4-dihydro-4-oxo-3-quinolinecarboxylic acid, 10 ml of acetonitrile, 0.54 g (3.5 mmole) 1,8-diazobicyclo[5.4.0]undec-7-ene, and 0.48 g (3.7 mmole) of N-ethyl-3-pyrrolidinemethanamine is refluxed one hour, then stirred at room temperature overnight. The reaction mixture is then filtered and the precipitate washed with ethyl ether until dry to yield 1.22 g (88.4%) of the title compound, mp 256°-258° C. The reactants are C(=O)(OC(C)(C)C)N1CC=CC1 (N-Boc-3-pyrroline), BrN1C(=O)N(C(=O)C1(C)C)Br (1,3-dibromo-5,5-dimethylhydantoin), C(C)#N (ACN). Yields the product OC1CN(CC1NC)C(=O)OC(C)(C)C ((±)-3-Hydroxy-4-methylamino-pyrrolidine-1-carboxylic acid, tert-butyl ester). RXN SMILES: [C:1]([N:8]1[CH2:12][CH:11]=[CH:10][CH2:9]1)([O:3][C:4]([CH3:7])([CH3:6])[CH3:5])=[O:2].BrN1C(C)(C)C(=O)N(Br)C1=[O:16].[C:24](#[N:26])C>>[OH:16][CH:11]1[CH:10]([NH:26][CH3:24])[CH2:9][N:8]([C:1]([O:3][C:4]([CH3:7])([CH3:6])[CH3:5])=[O:2])[CH2:12]1. Reported procedure: N-Boc-3-pyrroline (1) (16 kg) was treated with 1,3-dibromo-5,5-dimethylhydantoin (DBDMH) (15.2 kg) in aqueous ACN to form the bromohydrin (2). After the reaction was complete, the excess brominating agent was quenched with aqueous sodium thiosulfate solution and the crude reaction mixture was treated with aqueous NaOH. The resulting epoxide was extracted with MTBE and the organic layer was concentrated to give the crude epoxide (3). This epoxide was added to 40% aqueous methylamine and, after th... Starting materials: CS(=O)(=O)c1ccc(-c2cc(C(F)(F)F)nc(S(C)(=O)=O)n2)cc1, CC#N, NCc1cccnc1. Product: CS(=O)(=O)c1ccc(-c2cc(C(F)(F)F)nc(NCc3cccnc3)n2)cc1. Reaction SMILES: [CH3:1][S:2](=[O:3])(=[O:4])[c:5]1[n:6][c:7]([C:21]([F:22])([F:23])[F:24])[cH:8][c:9](-[c:11]2[cH:12][cH:13][c:14]([S:17](=[O:18])(=[O:19])[CH3:20])[cH:15][cH:16]2)[n:10]1.[CH3:33][C:34]#[N:35].[NH2:25][CH2:26][c:27]1[cH:28][n:29][cH:30][cH:31][cH:32]1>>[c:5]1([NH:25][CH2:26][c:27]2[cH:28][n:29][cH:30][cH:31][cH:32]2)[n:6][c:7]([C:21]([F:22])([F:23])[F:24])[cH:8][c:9](-[c:11]2[cH:12][cH:13][c:14]([S:17](=[O:18])(=[O:19])[CH3:20])[cH:15][cH:16]2)[n:10]1. The reactants are CC=1C=C2N=C3C(=NC2=CC1C)N(C=1C=CC(=CC13)[N+](=O)[O-])CCN(C)C (2,3-Dimethyl-6(2-dimethylaminoethyl)-9-nitro-6H-indolo[2,3-b]-quinoxaline), [H][H] (hydrogen), C(Cl)Cl (CH2Cl2). The reagents and catalysts are [Pd] (Pd/C). The solvent is CC(=O)N(C)C (DMA), CC(=O)N(C)C (DMA). The product is NC1=CC2=C(C=C1)N(C1=NC3=CC(=C(C=C3N=C12)C)C)CCN(C)C (9-Amino-2,3-dimethyl-6-(2-dimethylaminoethyl)-6H-indolo[2,3-b]-quinoxaline). The yield is 84.0%. Reaction SMILES: [CH3:1][C:2]1[CH:3]=[C:4]2[C:9](=[CH:10][C:11]=1[CH3:12])[N:8]=[C:7]1[N:13]([CH2:23][CH2:24][N:25]([CH3:27])[CH3:26])[C:14]3[CH:15]=[CH:16][C:17]([N+:20]([O-])=O)=[CH:18][C:19]=3[C:6]1=[N:5]2.[H][H].C(Cl)Cl>CC(N(C)C)=O.[Pd]>[NH2:20][C:17]1[CH:16]=[CH:15][C:14]2[N:13]([CH2:23][CH2:24][N:25]([CH3:27])[CH3:26])[C:7]3[C:6]([C:19]=2[CH:18]=1)=[N:5][C:4]1[C:9](=[CH:10][C:11]([CH3:12])=[C:2]([CH3:1])[CH:3]=1)[N:8]=3. Reported procedure: A suspension of 3.63 g (10 mmol) of (2d) and 0.36 g 10% Pd/C in 160 ml DMA was left under 2.7 atm hydrogen pressure for 24 h. The product was soluble in DMA. Pd/C was filtered away with celite. The filtrate was poured onto ice-water and pH was increased to basic with 20% KOH, which resulted in a brown precipitate. The precipitate was chromatographied in 20% MeoH/CH2Cl2, which resulted in 2.80 g of the product (3d). Starting materials: [N+](=O)([O-])C1=CC=C(C(=O)O[C@@H]2C[C@H](C3=C2N=CN=C3N3CC2(CCN(CC2)CC2=CC=CC=C2)C2=C(C=CC=C32)CNC(=O)OC(C)(C)C)C)C=C1 ((5R,7R)-4-(1′-benzyl-4-((tert-butoxycarbonylamino)methyl)spiro[indoline-3,4′-piperidine]-1-yl)-5-methyl-6,7-dihydro-5H-cyclopenta[d]pyrimidin-7-yl 4-nitrobenzoate), C(OC(C)Cl)(=O)Cl (1-chloroethyl carbonochloridate). Run in C1(=CC=CC=C1)C (toluene). Yields the product [N+](=O)([O-])C1=CC=C(C(=O)O[C@@H]2C[C@H](C3=C2N=CN=C3N3CC2(CCNCC2)C2=C(C=CC=C32)CNC(=O)OC(C)(C)C)C)C=C1 ((5R,7R)-4-(4-((tert-butoxycarbonylamino)methyl)spiro[indoline-3,4′-piperidine]-1-yl)-5-methyl-6,7-dihydro-5H-cyclopenta[d]pyrimidin-7-yl 4-nitrobenzoate). RXN SMILES: [N+:1]([C:4]1[CH:52]=[CH:51][C:7]([C:8]([O:10][C@H:11]2[C:15]3[N:16]=[CH:17][N:18]=[C:19]([N:20]4[C:40]5[C:35](=[C:36]([CH2:41][NH:42][C:43]([O:45][C:46]([CH3:49])([CH3:48])[CH3:47])=[O:44])[CH:37]=[CH:38][CH:39]=5)[C:22]5([CH2:27][CH2:26][N:25](CC6C=CC=CC=6)[CH2:24][CH2:23]5)[CH2:21]4)[C:14]=3[C@H:13]([CH3:50])[CH2:12]2)=[O:9])=[CH:6][CH:5]=1)([O-:3])=[O:2].C(Cl)(=O)OC(Cl)C>C1(C)C=CC=CC=1>[N+:1]([C:4]1[CH:5]=[CH:6][C:7]([C:8]([O:10][C@H:11]2[C:15]3[N:16]=[CH:17][N:18]=[C:19]([N:20]4[C:40]5[C:35](=[C:36]([CH2:41][NH:42][C:43]([O:45][C:46]([CH3:47])([CH3:48])[CH3:49])=[O:44])[CH:37]=[CH:38][CH:39]=5)[C:22]5([CH2:23][CH2:24][NH:25][CH2:26][CH2:27]5)[CH2:21]4)[C:14]=3[C@H:13]([CH3:50])[CH2:12]2)=[O:9])=[CH:51][CH:52]=1)([O-:3])=[O:2]. Procedure: To a stirred solution of (5R,7R)-4-(1′-benzyl-4-((tert-butoxycarbonylamino)methyl)spiro[indoline-3,4′-piperidine]-1-yl)-5-methyl-6,7-dihydro-5H-cyclopenta[d]pyrimidin-7-yl 4-nitrobenzoate (30 mg, 0.043 mmol) in toluene (1 mL) was added 1-chloroethyl carbonochloridate (0.009 mL, 0.08 mmol) at about 0° C. The reaction mixture was heated at reflux for 1 h and then evaporated in vacuo. The residue was dissolved in MeOH (1 mL) and the mixture was heated at reflux for 1 h. After cooling, the solvent w... Reaction SMILES: [C:1]([CH3:2])(=[O:3])[N:4]1[CH2:5][CH2:6][c:7]2[cH:8][c:9]([OH:14])[c:10]([Br:13])[cH:11][c:12]21.[C:23](=[O:24])([O-:25])[O-:26].[CH3:29][N:30]([CH3:31])[CH:32]=[O:33].[Cl:15][C:16]([C:17]([O:18][CH3:19])=[O:20])([F:21])[F:22].[K+:27].[K+:28]>>[C:1]([CH3:2])(=[O:3])[N:4]1[CH2:5][CH2:6][c:7]2[cH:8][c:9]([O:14][CH:16]([F:21])[F:22])[c:10]([Br:13])[cH:11][c:12]21. Yields the product CC(=O)N1CCc2cc(OC(F)F)c(Br)cc21. Reactants: CC(=O)N1CCc2cc(O)c(Br)cc21, O=C([O-])[O-], CN(C)C=O, COC(=O)C(F)(F)Cl, [K+], [K+]. Starting materials: CCOC(=O)CNC(=O)c1cc(-c2ccccc2OCc2ccccc2)on1, C1CCOC1, CO, [Li+], [OH-], O, O. Yields the product O=C(O)CNC(=O)c1cc(-c2ccccc2OCc2ccccc2)on1. Reaction SMILES: [CH2:1]([CH3:2])[O:3][C:4]([CH2:5][NH:6][C:7](=[O:8])[c:9]1[n:10][o:11][c:12](-[c:14]2[c:15]([O:20][CH2:21][c:22]3[cH:23][cH:24][cH:25][cH:26][cH:27]3)[cH:16][cH:17][cH:18][cH:19]2)[cH:13]1)=[O:28].[CH2:35]1[O:36][CH2:37][CH2:38][CH2:39]1.[CH3:29][OH:30].[Li+:33].[OH-:32].[OH2:31].[OH2:34]>>[O:3]=[C:4]([CH2:5][NH:6][C:7](=[O:8])[c:9]1[n:10][o:11][c:12](-[c:14]2[c:15]([O:20][CH2:21][c:22]3[cH:23][cH:24][cH:25][cH:26][cH:27]3)[cH:16][cH:17][cH:18][cH:19]2)[cH:13]1)[OH:28]. The reactants are CCCCCCN1CC2C(C1=O)C2(C)c1cccc(-c2ccccn2)c1, [H-], [Li], C1CCOC1. Yields the product CCCCCCN1CC2C(C1)C2(C)c1cccc(-c2ccccn2)c1. Reaction SMILES: [CH2:1]([CH2:2][CH2:3][CH2:4][CH2:5][CH3:6])[N:7]1[C:8](=[O:26])[CH:9]2[C:10]([c:13]3[cH:14][c:15](-[c:19]4[n:20][cH:21][cH:22][cH:23][cH:24]4)[cH:16][cH:17][cH:18]3)([CH3:25])[CH:11]2[CH2:12]1.[H-:28].[Li:27].[O:29]1[CH2:30][CH2:31][CH2:32][CH2:33]1>>[CH2:1]([CH2:2][CH2:3][CH2:4][CH2:5][CH3:6])[N:7]1[CH2:8][CH:9]2[C:10]([c:13]3[cH:14][c:15](-[c:19]4[n:20][cH:21][cH:22][cH:23][cH:24]4)[cH:16][cH:17][cH:18]3)([CH3:25])[CH:11]2[CH2:12]1.